This data is from the Open Reaction Database (ORD), a public repository of structured organic reaction records. The task is: describe an organic reaction: reactants, conditions, products, and yield The reactants are Cl (HCl), O[C@@H](CC)C1=C(C=CC=C1)[C@@H](CC)O ((R,S)-1-[2-(1-Hydroxy-propyl)-phenyl]-propan-1-ol), N1=CC=CC=C1 (pyridine), C1(=CC=CC=C1)P(=O)(Cl)Cl (phenyl phosphonic acid dichloride). Solvent: CC(C)(C)OC (TBME). The product is C(C)[C@@H]1OP(O[C@H](C2=C1C=CC=C2)CC)(C2=CC=CC=C2)=O ((1S,5S)-1,5-Diethyl-3-phenyl-1,5-dihydro-benzo[e][1,3,2]dioxa-phosphepine-3-oxide). RXN SMILES: [OH:1][C@H:2]([C:5]1[CH:10]=[CH:9][CH:8]=[CH:7][C:6]=1[C@H:11]([OH:14])[CH2:12][CH3:13])[CH2:3][CH3:4].N1C=CC=CC=1.[C:21]1([P:27](Cl)(Cl)=[O:28])[CH:26]=[CH:25][CH:24]=[CH:23][CH:22]=1.Cl>CC(OC)(C)C>[CH2:3]([C@H:2]1[C:5]2[CH:10]=[CH:9][CH:8]=[CH:7][C:6]=2[C@H:11]([CH2:12][CH3:13])[O:14][P:27](=[O:28])([C:21]2[CH:26]=[CH:25][CH:24]=[CH:23][CH:22]=2)[O:1]1)[CH3:4]. Procedure: A solution of (R,S)-1-[2-(1-Hydroxy-propyl)-phenyl]-propan-1-ol (4.0 g, 20.6 mmol) in pyridine (4.89 g, 61.7 mmol) was cooled with an ice-bath. Then phenyl phosphonic acid dichloride (4.03 g, 20.6 mmol) was added drop wise. The mixture was allowed to warm to ambient temperature, and stirred over night. To the mixture was then added HCl (ca. 20 ml 4N solution) and TBME (ca. 50 ml). The organic layer was separated, dried (sodium sulfate), and after removal of the solvent the product remained as a ...